Dataset: the Open Reaction Database (ORD), a public repository of structured organic reaction records. Task: describe an organic reaction: reactants, conditions, products, and yield Starting materials: S(=O)(Cl)Cl (thionyl chloride), CC(=O)C (acetone), C(=O)=O (carbon dioxide), COC=1C=C2C(=CC=NC2=CC1)CCC[C@H]1[C@H](CN(CC1)C(=O)OC(C)(C)C)C(=O)O ((3R,4R)-4-[3-(6-methoxyquinolin-4-yl)propyl]-1-(tert-butyloxy-carbonyl)piperidine-3-carboxylic acid). Run in CO (methanol). Conditions: time 16 hour. Yields the product Cl.COC=1C=C2C(=CC=NC2=CC1)CCC[C@H]1[C@H](CNCC1)C(=O)OC (methyl (3R,4R)-4-[3-(6-methoxyquinolin-4-yl)propyl]piperidine-3-carboxylate hydrochloride). As a reaction SMILES: S(Cl)([Cl:3])=O.C[C:6](C)=[O:7].C(=O)=O.[CH3:12][O:13][C:14]1[CH:15]=[C:16]2[C:21](=[CH:22][CH:23]=1)[N:20]=[CH:19][CH:18]=[C:17]2[CH2:24][CH2:25][CH2:26][C@@H:27]1[CH2:32][CH2:31][N:30](C(OC(C)(C)C)=O)[CH2:29][C@@H:28]1[C:40]([OH:42])=O>CO>[ClH:3].[CH3:12][O:13][C:14]1[CH:15]=[C:16]2[C:21](=[CH:22][CH:23]=1)[N:20]=[CH:19][CH:18]=[C:17]2[CH2:24][CH2:25][CH2:26][C@@H:27]1[CH2:32][CH2:31][NH:30][CH2:29][C@@H:28]1[C:40]([O:7][CH3:6])=[O:42] |f:5.6|. Procedure details: 2 cm3 of thionyl chloride were added dropwise to a stirred suspension, cooled to a temperature in the region of −30° C. with a cooling bath of acetone and solid carbon dioxide, of 4.29 g of (3R,4R)-4-[3-(6-methoxyquinolin-4-yl)propyl]-1-(tert-butyloxy-carbonyl)piperidine-3-carboxylic acid in 50 cm3 of methanol. The solution obtained was brought to a temperature in the region of 20° C. and the reaction mixture was stirred for 16 hours at this temperature. After evaporating the solution under redu...